This data is from the Open Reaction Database (ORD), a public repository of structured organic reaction records. The task is: describe an organic reaction: reactants, conditions, products, and yield The reactants are ClC1=CC(=NC=2N1N=CC2)NC(C2=CC=C(C=C2)C(C)(C)O)=O (N-(7-chloropyrazolo[1,5-a]pyrimidin-5-yl)-4-(2-hydroxypropan-2-yl)benzamide), S1C=C(C=C1)B(O)O (thiophen-3-ylboronic acid), O1CCOCC1 (1,4-dioxane). Reagents/catalysts: C1=CC=C(C=C1)P([C-]2C=CC=C2)C3=CC=CC=C3.C1=CC=C(C=C1)P([C-]2C=CC=C2)C3=CC=CC=C3.Cl[Pd]Cl.[Fe+2] ([1,1′-bis(diphenylphosphino)ferrocene]dichloropalladium(II)). The solvent is CO (methanol). Run at temperature 110 celsius. Yields the product OC(C)(C)C1=CC=C(C(=O)NC2=NC=3N(C(=C2)C2=CSC=C2)N=CC3)C=C1 (4-(2-hydroxypropan-2-yl)-N-(7-(thiophen-3-yl)pyrazolo[1,5-a]pyrimidin-5-yl)benzamide). The yield is 0.0%. RXN SMILES: Cl[C:2]1[N:7]2[N:8]=[CH:9][CH:10]=[C:6]2[N:5]=[C:4]([NH:11][C:12](=[O:23])[C:13]2[CH:18]=[CH:17][C:16]([C:19]([OH:22])([CH3:21])[CH3:20])=[CH:15][CH:14]=2)[CH:3]=1.[S:24]1[CH:28]=[CH:27][C:26](B(O)O)=[CH:25]1.O1CCOCC1>CO.C1C=CC(P(C2C=CC=CC=2)[C-]2C=CC=C2)=CC=1.C1C=CC(P(C2C=CC=CC=2)[C-]2C=CC=C2)=CC=1.Cl[Pd]Cl.[Fe+2]>[OH:22][C:19]([C:16]1[CH:17]=[CH:18][C:13]([C:12]([NH:11][C:4]2[CH:3]=[C:2]([C:26]3[CH:27]=[CH:28][S:24][CH:25]=3)[N:7]3[N:8]=[CH:9][CH:10]=[C:6]3[N:5]=2)=[O:23])=[CH:14][CH:15]=1)([CH3:21])[CH3:20] |f:4.5.6.7|. Reported procedure: A suspension of N-(7-chloropyrazolo[1,5-a]pyrimidin-5-yl)-4-(2-hydroxypropan-2-yl)benzamide (2D, 50 mg, 151 mmol), thiophen-3-ylboronic acid (64 mg, 302 mmol), and [1,1′-bis(diphenylphosphino)ferrocene]dichloropalladium(II) (9 mg, 12 μmol) in 2:1 1,4-dioxane/saturated aqueous NaHCO3 (670 microliters of 1,4-dioxane and 330 microliters of saturated aqueous NaHCO3) was prepared in a 2 mL microwave reaction vessel and the sealed reaction vessel warmed to 110° C. for 20 minutes. The reaction mixture ... Reactants: NC=1SC(=C(N1)C(=O)OCC)C1=CC=CC=C1 (ethyl 2-amino-5-phenyl-1,3-thiazole-4-carboxylate), S(O)(O)(=O)=O (sulfuric acid), N(=O)[O-].[Na+] (NaNO2), solution, C(#N)[Cu] (CuCN), [C-]#N.[Na+] (NaCN), C(=O)(O)[O-].[Na+] (NaHCO3). The solvent is CCOC(=O)C (EtOAc), C(C)(=O)O (acetic acid). Run at time 1 hour. Product: C(#N)C=1SC(=C(N1)C(=O)OCC)C1=CC=CC=C1 (ethyl 2-cyano-5-phenyl-1,3-thiazole-4-carboxylate). Reaction SMILES: N[C:2]1[S:3][C:4]([C:12]2[CH:17]=[CH:16][CH:15]=[CH:14][CH:13]=2)=[C:5]([C:7]([O:9][CH2:10][CH3:11])=[O:8])[N:6]=1.S(=O)(=O)(O)O.N([O-])=O.[Na+].[C:27]([Cu])#[N:28].[C-]#N.[Na+].C([O-])(O)=O.[Na+]>CCOC(C)=O.C(O)(=O)C>[C:27]([C:2]1[S:3][C:4]([C:12]2[CH:17]=[CH:16][CH:15]=[CH:14][CH:13]=2)=[C:5]([C:7]([O:9][CH2:10][CH3:11])=[O:8])[N:6]=1)#[N:28] |f:2.3,5.6,7.8|. Procedure details: To a mixed solution of ethyl 2-amino-5-phenyl-1,3-thiazole-4-carboxylate, acetic acid, and sulfuric acid was slowly added an aqueous NaNO2 solution (5 mL) at 0° C., followed by stirring at the same temperature for 1 hour. This solution was added to an aqueous solution (40 mL) containing CuCN, NaCN, and NaHCO3 (30 g) over 30 minutes, followed by stirring at the same temperature for 1 hour. EtOAc was added thereto, and the insolubles were filtered through Celite. The filtrate was extracted with Et... The reactants are C1CCOC1, COc1cc(C(=O)O)ccc1Cl. Reaction SMILES: [CH2:13]1[O:14][CH2:15][CH2:16][CH2:17]1.[Cl:1][c:2]1[c:3]([O:11][CH3:12])[cH:4][c:5]([C:6](=[O:7])[OH:8])[cH:9][cH:10]1>>[Cl:1][c:2]1[c:3]([O:11][CH3:12])[cH:4][c:5]([CH2:6][OH:7])[cH:9][cH:10]1. Yields the product COc1cc(CO)ccc1Cl. Reactants: N1=C(C=CC2=CC=CC=C12)CS(=O)C1=CC=C(C=CC2=CC=C(C(=O)O)C=C2)C=C1 (4-(4-(2-quinolinylmethylsulfinyl)styryl)benzoic acid), C(C)(=O)O (acetic acid), OO (hydrogen peroxide), sulfinyl. Solvent: ClCCl (dichloromethane). Yields the product N1=C(C=CC2=CC=CC=C12)CS(=O)(=O)C1=CC=C(C=CC2=CC=C(C(=O)O)C=C2)C=C1 (4-(4-(2-quinolinylmethylsulfonyl)styryl)benzoic acid). As a reaction SMILES: [N:1]1[C:10]2[C:5](=[CH:6][CH:7]=[CH:8][CH:9]=2)[CH:4]=[CH:3][C:2]=1[CH2:11][S:12]([C:14]1[CH:30]=[CH:29][C:17]([CH:18]=[CH:19][C:20]2[CH:28]=[CH:27][C:23]([C:24]([OH:26])=[O:25])=[CH:22][CH:21]=2)=[CH:16][CH:15]=1)=[O:13].C(O)(=[O:33])C.OO>ClCCl>[N:1]1[C:10]2[C:5](=[CH:6][CH:7]=[CH:8][CH:9]=2)[CH:4]=[CH:3][C:2]=1[CH2:11][S:12]([C:14]1[CH:15]=[CH:16][C:17]([CH:18]=[CH:19][C:20]2[CH:21]=[CH:22][C:23]([C:24]([OH:26])=[O:25])=[CH:27][CH:28]=2)=[CH:29][CH:30]=1)(=[O:33])=[O:13]. Procedure details: To 3 mmol of the sulfinyl compound from Step A in acetic acid (40 mmol) is added 30% hydrogen peroxide (2 ml). The mixture is stirred at ambient temperature and assayed by TLC. Upon disappearance of the sulfinyl starting compound, the reaction mixture is diluted with dichloromethane, washed with dilute aqueous sodium bisulfite and water, dried and evaporated to give 4-(4-(2-quinolinylmethylsulfonyl)styryl)benzoic acid. Starting materials: COC(C=1C(C(=O)OC)=C(C=CC1)I)=O (3-iodophthalic acid dimethyl ester), CN(CCCOC1=CC(=C(C=C1)N)OC)C (4-(3-dimethylaminopropoxy)-2-methoxyphenylamine), C=1C=CC(=CC1)P(C=2C=CC=CC2)C3=CC=C4C=CC=CC4=C3C5=C6C=CC=CC6=CC=C5P(C=7C=CC=CC7)C=8C=CC=CC8 (rac-BINAP), C([O-])([O-])=O.[Cs+].[Cs+] (cesium carbonate). The reagents and catalysts are C=1C=CC(=CC1)/C=C/C(=O)/C=C/C2=CC=CC=C2.C=1C=CC(=CC1)/C=C/C(=O)/C=C/C2=CC=CC=C2.C=1C=CC(=CC1)/C=C/C(=O)/C=C/C2=CC=CC=C2.[Pd].[Pd] (Pd2(dba)3). Solvent: C1(=CC=CC=C1)C (toluene), C(Cl)Cl (CH2Cl2). Product: COC(C=1C(C(=O)OC)=C(C=CC1)NC1=C(C=C(C=C1)OCCCN(C)C)OC)=O (3-[4-(3-Dimethylaminopropoxy)-2-methoxyphenylamino]phthalic acid dimethyl ester). Isolated yield 46.0%. As a reaction SMILES: [CH3:1][O:2][C:3](=[O:15])[C:4]1[C:5](=[C:10](I)[CH:11]=[CH:12][CH:13]=1)[C:6]([O:8][CH3:9])=[O:7].[CH3:16][N:17]([CH3:31])[CH2:18][CH2:19][CH2:20][O:21][C:22]1[CH:27]=[CH:26][C:25]([NH2:28])=[C:24]([O:29][CH3:30])[CH:23]=1.C1C=CC(P(C2C(C3C(P(C4C=CC=CC=4)C4C=CC=CC=4)=CC=C4C=3C=CC=C4)=C3C(C=CC=C3)=CC=2)C2C=CC=CC=2)=CC=1.C(=O)([O-])[O-].[Cs+].[Cs+]>C1(C)C=CC=CC=1.C(Cl)Cl.C1C=CC(/C=C/C(/C=C/C2C=CC=CC=2)=O)=CC=1.C1C=CC(/C=C/C(/C=C/C2C=CC=CC=2)=O)=CC=1.C1C=CC(/C=C/C(/C=C/C2C=CC=CC=2)=O)=CC=1.[Pd].[Pd]>[CH3:1][O:2][C:3](=[O:15])[C:4]1[C:5](=[C:10]([NH:28][C:25]2[CH:26]=[CH:27][C:22]([O:21][CH2:20][CH2:19][CH2:18][N:17]([CH3:31])[CH3:16])=[CH:23][C:24]=2[O:29][CH3:30])[CH:11]=[CH:12][CH:13]=1)[C:6]([O:8][CH3:9])=[O:7] |f:3.4.5,8.9.10.11.12|. Reported procedure: A mixture of 3-iodophthalic acid dimethyl ester (1.0 g, 3.1 mmol), 4-(3-dimethylaminopropoxy)-2-methoxyphenylamine (0.70 g, 3.1 mmol), Pd2(dba)3 (0.13 g, 0.14 mmol), rac-BINAP (0.058 g, 0.093 mmol), and cesium carbonate (1.4 g, 4.3 mmol), in 6 mL toluene was heated to reflux under nitrogen for 24 hours. The reaction mixture was cooled, diluted with CH2Cl2 (10 mL), and filtered through Celite, and the filter was washed with additional CH2Cl2 (30 mL). The filtrate was evaporated, and the residue w...